Dataset: the Open Reaction Database (ORD), a public repository of structured organic reaction records. Task: describe an organic reaction: reactants, conditions, products, and yield The reactants are NC1=CC=C(C=C1)C=1NC(C2=C(N1)C(=NN2C2CCCCC2)C)=O (5-(4-Aminophenyl)-1-cyclohexyl-3-methyl-1,6-dihydro-7H-pyrazolo[4,3-d]pyrimidin-7-one), C(C)(=O)OC(C)=O (acetic anhydride), C(O)([O-])=O.[Na+] (sodium hydrogen carbonate). Run in N1=CC=CC=C1 (pyridine). Conditions: time 30 minute. Product: C1(CCCCC1)N1N=C(C=2N=C(NC(C21)=O)C2=CC=C(C=C2)NC(C)=O)C (N-[4-(1-cyclohexyl-3-methyl-7-oxo-6,7-dihydro-1H-pyrazolo[4,3-d]pyrimidin-5-yl)phenyl]acetamide). The yield is 35.2%. RXN SMILES: [NH2:1][C:2]1[CH:7]=[CH:6][C:5]([C:8]2[NH:9][C:10](=[O:24])[C:11]3[N:16]([CH:17]4[CH2:22][CH2:21][CH2:20][CH2:19][CH2:18]4)[N:15]=[C:14]([CH3:23])[C:12]=3[N:13]=2)=[CH:4][CH:3]=1.[C:25](OC(=O)C)(=[O:27])[CH3:26].C(=O)([O-])O.[Na+]>N1C=CC=CC=1>[CH:17]1([N:16]2[C:11]3[C:10](=[O:24])[NH:9][C:8]([C:5]4[CH:6]=[CH:7][C:2]([NH:1][C:25](=[O:27])[CH3:26])=[CH:3][CH:4]=4)=[N:13][C:12]=3[C:14]([CH3:23])=[N:15]2)[CH2:22][CH2:21][CH2:20][CH2:19][CH2:18]1 |f:2.3|. Reported procedure: To a 4 ml pyridine solution of 110 mg (0.34 mmol) of the compound obtained in Example 3, 39 μl (0.41 mmol) of acetic anhydride was added with ice cooling. The mixture was stirred at the same temperature for 30 minutes. Then, an aqueous solution of sodium hydrogen carbonate was added to the reaction mixture, and the mixture was extracted with dichloromethane. The organic layer was washed with water and a saturated aqueous solution of sodium chloride. Then, the washed layer was dried over anhydrou... The reactants are IN1C(CCC1=O)=O (N-iodosuccinimide), NC=1C(=CC(=NC1)Cl)C (5-Amino-2-chloro-4-methylpyridine), C(C)(=O)OCC (Ethyl acetate). Run in CN(C)C=O (DMF). Conditions: time 12 hour. Product: NC=1C(=NC(=CC1C)Cl)I (3-amino-6-chloro-2-iodo-4-methylpyridine). Yield: 54.3%. RXN SMILES: [NH2:1][C:2]1[C:3]([CH3:9])=[CH:4][C:5]([Cl:8])=[N:6][CH:7]=1.[I:10]N1C(=O)CCC1=O.C(OCC)(=O)C>CN(C=O)C>[NH2:1][C:2]1[C:7]([I:10])=[N:6][C:5]([Cl:8])=[CH:4][C:3]=1[CH3:9]. Procedure details: 5-Amino-2-chloro-4-methylpyridine (1.35 g) was dissolved in DMF (20 mL), N-iodosuccinimide (2.59 g) was added and the reaction mixture was stirred at room temperature for 12 hours. Ethyl acetate was added and the organic layer was washed 3× with water, washed with brine, dried over MgSO4 and concentrated in vacuum. The residue was purified by column chromatography (silica 60, hexane/ethyl acetate=3:1, Rf=0.30) to afford 1.38 g of the title compound of the formula RXN SMILES: [CH3:1][C:2]1([CH3:13])[CH2:11][CH2:10][CH2:9][C:8]2[CH:7]=[C:6]([OH:12])[CH:5]=[CH:4][C:3]1=2.[H-].[Na+].Br[CH2:17][C:18]([O:20][C:21]([CH3:24])([CH3:23])[CH3:22])=[O:19]>O1CCCC1>[CH3:1][C:2]1([CH3:13])[CH2:11][CH2:10][CH2:9][C:8]2[CH:7]=[C:6]([O:12][CH2:17][C:18]([O:20][C:21]([CH3:24])([CH3:23])[CH3:22])=[O:19])[CH:5]=[CH:4][C:3]1=2 |f:1.2|. Isolated yield 85.3%. Reported procedure: A mixture of 5,5-dimethyl-5,6,7,8-tetrahydronaphthalen-2-ol (2.0 g, 11.3 mmol), 60% sodium hydride (542 mg, 13.2 mmol), tert-butyl bromoacetate (3.3 g, 17 mmol) and tetrahydrofuran (THF) (10 ml) was treated in the same procedure described in Example 3(a) to furnish 2.8 g of the title compound as a white solid. Solvent: O1CCCC1 (tetrahydrofuran). The product is CC1(C=2C=CC(=CC2CCC1)OCC(=O)OC(C)(C)C)C (tert-Butyl [(5,5-dimethyl-5,6,7,8-tetrahydronaphthalen-2-yl)oxy]acetate). The reactants are CC1(C=2C=CC(=CC2CCC1)O)C (5,5-dimethyl-5,6,7,8-tetrahydronaphthalen-2-ol), [H-].[Na+] (sodium hydride), BrCC(=O)OC(C)(C)C (tert-butyl bromoacetate). The reactants are CCOC(C)=O, CCOCC, CC(C)=O, CCOP(=O)(CN=Cc1ccccc1)OCC, O=C(Cl)OCC(Cl)(Cl)Cl, [Li]c1ccccc1, C1CCOC1, c1ccccc1. Yields the product CCOP(=O)(OCC)C(N=Cc1ccccc1)C(=O)OCC(Cl)(Cl)Cl. As a reaction SMILES: [C:54]([O:55][CH2:56][CH3:57])(=[O:58])[CH3:59].[CH2:8]([O:9][CH2:10][CH3:11])[CH3:12].[CH3:50][C:51]([CH3:52])=[O:53].[CH:19]([c:20]1[cH:21][cH:22][cH:23][cH:24][cH:25]1)=[N:26][CH2:27][P:28]([O:29][CH2:30][CH3:31])([O:32][CH2:33][CH3:34])=[O:35].[Cl:36][C:37](=[O:38])[O:39][CH2:40][C:41]([Cl:42])([Cl:43])[Cl:44].[Li:1][c:2]1[cH:3][cH:4][cH:5][cH:6][cH:7]1.[O:45]1[CH2:46][CH2:47][CH2:48][CH2:49]1.[cH:13]1[cH:14][cH:15][cH:16][cH:17][cH:18]1>>[CH:19]([c:20]1[cH:21][cH:22][cH:23][cH:24][cH:25]1)=[N:26][CH:27]([P:28]([O:29][CH2:30][CH3:31])([O:32][CH2:33][CH3:34])=[O:35])[C:37](=[O:38])[O:39][CH2:40][C:41]([Cl:42])([Cl:43])[Cl:44]. Starting materials: Br (hydrobromic acid), C(C)N1CCC2(CC1)C1=CC=CC=C1SC=1C(=CC=CC12)OC (1'-ethyl-4-methoxythioxanthene-9-spiro-4'-piperidine), [OH-].[Na+] (sodium hydroxide). Solvent: O (water), C(C)(=O)O (acetic acid). Reaction conditions: time 5 hour. Yields the product C(C)N1CCC2(CC1)C1=CC=CC=C1SC=1C(=CC=CC12)O (1'-ethyl-4-hydroxythioxanthene-9-spiro-4'-piperidine). RXN SMILES: [CH2:1]([N:3]1[CH2:8][CH2:7][C:6]2([C:21]3[CH:20]=[CH:19][CH:18]=[C:17]([O:22]C)[C:16]=3[S:15][C:14]3[C:9]2=[CH:10][CH:11]=[CH:12][CH:13]=3)[CH2:5][CH2:4]1)[CH3:2].Br.[OH-].[Na+]>C(O)(=O)C.O>[CH2:1]([N:3]1[CH2:8][CH2:7][C:6]2([C:21]3[CH:20]=[CH:19][CH:18]=[C:17]([OH:22])[C:16]=3[S:15][C:14]3[C:9]2=[CH:10][CH:11]=[CH:12][CH:13]=3)[CH2:5][CH2:4]1)[CH3:2] |f:2.3|. Procedure: A solution of 1'-ethyl-4-methoxythioxanthene-9-spiro-4'-piperidine (1.625 g.) in glacial acetic acid (20 ml.) is added to 48% w/v hydrobromic acid (20 ml.) and refluxed with stirring for 5 hours. The mixture is cooled, diluted with water (500 ml.), cooled in ice and basified with 19N-sodium hydroxide solution and the solution washed with ether (× 3). The aqueous alkaline layer is acidfied to pH 1 with concentrated hydrochloric acid, neutralised with solid sodium bicarbonate and extracted with et... Reactants: ClCCl, OCc1cnc(Cl)cc1Nc1ccccc1, O=[Mn]=O. The product is O=Cc1cnc(Cl)cc1Nc1ccccc1. RXN SMILES: [Cl:17][CH2:18][Cl:19].[Cl:1][c:2]1[cH:3][c:4]([NH:10][c:11]2[cH:12][cH:13][cH:14][cH:15][cH:16]2)[c:5]([CH2:8][OH:9])[cH:6][n:7]1.[O:20]=[Mn:21]=[O:22]>>[Cl:1][c:2]1[cH:3][c:4]([NH:10][c:11]2[cH:12][cH:13][cH:14][cH:15][cH:16]2)[c:5]([CH:8]=[O:9])[cH:6][n:7]1. The reactants are C(C1=CC=CC=C1)N1N=C(C2=CC=CC=C12)C=1OC(=CC1)C(=O)OCC (1-benzyl-3-(5-ethoxycarbonyl-2-furyl)indazole), [H-].[Al+3].[Li+].[H-].[H-].[H-] (lithium aluminum hydride), C([O-])([O-])=O.[K+].[K+] (potassium carbonate). Run in C1CCOC1 (THF), C1CCOC1 (THF). Run at time 30 minute. Product: C(C1=CC=CC=C1)N1N=C(C2=CC=CC=C12)C=1OC(=CC1)CO (1-Benzyl-3-(5-hydroxymethyl-2-furyl)indazole). RXN SMILES: [H-].[Al+3].[Li+].[H-].[H-].[H-].[CH2:7]([N:14]1[C:22]2[C:17](=[CH:18][CH:19]=[CH:20][CH:21]=2)[C:16]([C:23]2[O:24][C:25]([C:28](OCC)=[O:29])=[CH:26][CH:27]=2)=[N:15]1)[C:8]1[CH:13]=[CH:12][CH:11]=[CH:10][CH:9]=1.C(=O)([O-])[O-].[K+].[K+]>C1COCC1>[CH2:7]([N:14]1[C:22]2[C:17](=[CH:18][CH:19]=[CH:20][CH:21]=2)[C:16]([C:23]2[O:24][C:25]([CH2:28][OH:29])=[CH:26][CH:27]=2)=[N:15]1)[C:8]1[CH:13]=[CH:12][CH:11]=[CH:10][CH:9]=1 |f:0.1.2.3.4.5,7.8.9|. Procedure details: 2.06 g (54.6 mmol) of lithium aluminum hydride were initially charged in 250 ml of absolute THF, and a solution of 18.8 g (54.6 mmol) of 1-benzyl-3-(5-ethoxycarbonyl-2-furyl)indazole in 250 ml of THF was added dropwise. After 45 min the mixture was admixed with 25% strength potassium carbonate solution and stirred at RT for 30 min and the precipitate was filtered off with suction and washed with THF. The combined organic phases were concentrated using a rotary evaporator and the residue was recr...